From a dataset of the Open Reaction Database (ORD), a public repository of structured organic reaction records. describe an organic reaction: reactants, conditions, products, and yield Reactants: O (Water), N1CCOCC1 (morpholine), N1CCOCC1 (morpholine), Na2S2O5, C(C1=CC=CC=C1)N1CCC(CC1)=O (1-benzylpiperid-4-one), [C-]#N.[K+] (potassium cyanide). The solvent is CCO.O (EtOH water). Reaction conditions: temperature 60 celsius, time 8 hour. Product: C(C1=CC=CC=C1)N1CCC(CC1)(N1CCOCC1)C#N (1-Benzyl-4-cyano-4-(morpholin-4-yl)piperidine). Reaction SMILES: [NH:1]1[CH2:6][CH2:5][O:4][CH2:3][CH2:2]1.[CH2:7]([N:14]1[CH2:19][CH2:18][C:17](=O)[CH2:16][CH2:15]1)[C:8]1[CH:13]=[CH:12][CH:11]=[CH:10][CH:9]=1.[C-:21]#[N:22].[K+].O>CCO.O>[CH2:7]([N:14]1[CH2:19][CH2:18][C:17]([C:21]#[N:22])([N:1]2[CH2:6][CH2:5][O:4][CH2:3][CH2:2]2)[CH2:16][CH2:15]1)[C:8]1[CH:13]=[CH:12][CH:11]=[CH:10][CH:9]=1 |f:2.3,5.6|. Procedure: 2.5 ml of morpholine and then 5.1 g of Na2S2O5 are added to a mixture of 5 g of 1-benzylpiperid-4-one and 1.9 g of potassium cyanide in 50 ml of an EtOH/water mixture (50/50; v/v) and the resulting mixture is heated at 60° C. for 2 hours. A further 2.5 ml of morpholine are added and the reaction mixture is stirred overnight at RT. Water is added and the crystalline product formed is filtered off to give 5.5 g of the expected product. Reaction SMILES: [NH2:1][C@@H:2]([C@@H:7]([OH:9])[CH3:8])[C:3]([O:5][CH3:6])=[O:4].O1CCCC1.C(=O)(O)[O-].[Na+].Cl[C:21]([O:23][CH2:24][C:25]1[CH:30]=[CH:29][CH:28]=[CH:27][CH:26]=1)=[O:22]>C(OCC)(=O)C.O>[CH2:24]([O:23][C:21]([NH:1][C@@H:2]([C@@H:7]([OH:9])[CH3:8])[C:3]([O:5][CH3:6])=[O:4])=[O:22])[C:25]1[CH:30]=[CH:29][CH:28]=[CH:27][CH:26]=1 |f:2.3|. Solvent: C(C)(=O)OCC (ethyl acetate), O (water). The reactants are ClC(=O)OCC1=CC=CC=C1 (benzyl chloroformate), N[C@H](C(=O)OC)[C@H](C)O ((2S,3S)-methyl 2-amino-3-hydroxybutanoate), O1CCCC1 (tetrahydrofuran), C([O-])(O)=O.[Na+] (sodium bicarbonate). Procedure: To a stirred solution of (2S,3S)-methyl 2-amino-3-hydroxybutanoate (2.5 g, 14.73 mmol) in a 1:1 mixture of tetrahydrofuran and water (50 mL), sodium bicarbonate (1.9 g, 22.10 mmol) was added and the mixture was cooled to 0° C. and to this benzyl chloroformate (2.76 g, 16.21 mmol) was added drop wise over a period of 30 minutes. The mixture was then stirred at the room temperature for 16 hours. The reaction mixture was diluted with ethyl acetate (25 mL), organic layers were separated, washed with... Conditions: time 16 hour. Product: C(C1=CC=CC=C1)OC(=O)N[C@H](C(=O)OC)[C@H](C)O ((2S,3S)-Methyl 2-(((benzyloxy)carbonyl)amino)-3-hydroxybutanoate). Starting materials: Cc1ccccc1, CCC(C)O, Oc1ccc(F)c(Cl)c1, CC(C)OC(=O)N=NC(=O)OC(C)C, c1ccc(P(c2ccccc2)c2ccccc2)cc1. Product: CCC(C)Oc1ccc(F)c(Cl)c1. Reaction SMILES: [CH3:48][c:49]1[cH:50][cH:51][cH:52][cH:53][cH:54]1.[CH:10]([CH3:11])([CH2:12][CH3:13])[OH:14].[Cl:1][c:2]1[cH:3][c:4]([OH:9])[cH:5][cH:6][c:7]1[F:8].[O:34]=[C:35]([O:36][CH:37]([CH3:38])[CH3:39])[N:40]=[N:41][C:42]([O:43][CH:44]([CH3:45])[CH3:46])=[O:47].[c:15]1([P:16]([c:17]2[cH:18][cH:19][cH:20][cH:21][cH:22]2)[c:23]2[cH:24][cH:25][cH:26][cH:27][cH:28]2)[cH:29][cH:30][cH:31][cH:32][cH:33]1>>[Cl:1][c:2]1[cH:3][c:4]([O:9][CH:10]([CH3:11])[CH2:12][CH3:13])[cH:5][cH:6][c:7]1[F:8]. Starting materials: CCCCOC(=O)C(NC(=O)OCc1ccccc1)OCCCC, CO, CCOC(C)=O, O. Product: CCCCOC(NC(=O)OCc1ccccc1)C(=O)O. RXN SMILES: [CH2:1]([CH2:2][CH2:3][CH3:4])[O:5][C:6]([CH:7]([NH:8][C:9](=[O:10])[O:11][CH2:12][c:13]1[cH:14][cH:15][cH:16][cH:17][cH:18]1)[O:19][CH2:20][CH2:21][CH2:22][CH3:23])=[O:24].[CH3:25][OH:26].[CH3:27][CH2:28][O:29][C:30](=[O:31])[CH3:32].[OH2:33]>>[O:5]=[C:6]([CH:7]([NH:8][C:9](=[O:10])[O:11][CH2:12][c:13]1[cH:14][cH:15][cH:16][cH:17][cH:18]1)[O:19][CH2:20][CH2:21][CH2:22][CH3:23])[OH:24]. Starting materials: COC(=O)Cc1ccc(OC)cc1, CS(C)=O, Nc1cccc(F)c1, [H-], [Na+]. The product is COc1ccc(CC(=O)Nc2cccc(F)c2)cc1. Reaction SMILES: [CH3:1][O:2][C:3]([CH2:4][c:5]1[cH:6][cH:7][c:8]([O:11][CH3:12])[cH:9][cH:10]1)=[O:13].[CH3:24][S:25]([CH3:26])=[O:27].[F:14][c:15]1[cH:16][c:17]([NH2:21])[cH:18][cH:19][cH:20]1.[H-:22].[Na+:23]>>[C:3]([CH2:4][c:5]1[cH:6][cH:7][c:8]([O:11][CH3:12])[cH:9][cH:10]1)(=[O:13])[NH:21][c:17]1[cH:16][c:15]([F:14])[cH:20][cH:19][cH:18]1. The reactants are [BH3-]C#N, CC(=O)C1=C(C)CC2CCC1N2, C=O, CC#N, CC(=O)O, [NH4+], [Na+], [OH-]. The product is CC(=O)C1=C(C)CC2CCC1N2C. As a reaction SMILES: [C:15]([BH3-:16])#[N:17].[C:1]([CH3:2])(=[O:3])[C:4]1=[C:10]([CH3:11])[CH2:9][CH:8]2[CH2:7][CH2:6][CH:5]1[NH:12]2.[CH2:13]=[O:14].[CH3:21][C:22]#[N:23].[CH3:24][C:25](=[O:26])[OH:27].[NH4+:19].[Na+:18].[OH-:20]>>[C:1]([CH3:2])(=[O:3])[C:4]1=[C:10]([CH3:11])[CH2:9][CH:8]2[CH2:7][CH2:6][CH:5]1[N:12]2[CH3:15]. Starting materials: COCCCc1cc(CN(C(=O)C2CN(C(=O)OC(C)(C)C)CCC2c2ccc(OCCOc3c(Cl)cc(C)cc3Cl)cc2)C2CC2)cc(OCC2CC2C(=O)O)c1, O=C([O-])[O-], CN(C)C(=O)CCl, [Cs+], [Cs+], CN(C)C=O. The product is COCCCc1cc(CN(C(=O)C2CN(C(=O)OC(C)(C)C)CCC2c2ccc(OCCOc3c(Cl)cc(C)cc3Cl)cc2)C2CC2)cc(OCC2CC2C(=O)OCC(=O)N(C)C)c1. RXN SMILES: [C:1]([CH3:2])([CH3:3])([CH3:4])[O:5][C:6](=[O:7])[N:8]1[CH2:9][CH:10]([C:33](=[O:34])[N:35]([CH:36]2[CH2:37][CH2:38]2)[CH2:39][c:40]2[cH:41][c:42]([O:43][CH2:44][CH:45]3[CH:46]([C:48](=[O:49])[OH:50])[CH2:47]3)[cH:51][c:52]([CH2:54][CH2:55][CH2:56][O:57][CH3:58])[cH:53]2)[CH:11]([c:14]2[cH:15][cH:16][c:17]([O:20][CH2:21][CH2:22][O:23][c:24]3[c:25]([Cl:32])[cH:26][c:27]([CH3:31])[cH:28][c:29]3[Cl:30])[cH:18][cH:19]2)[CH2:12][CH2:13]1.[C:59](=[O:60])([O-:61])[O-:62].[Cl:65][CH2:66][C:67](=[O:68])[N:69]([CH3:70])[CH3:71].[Cs+:63].[Cs+:64].[O:72]=[CH:73][N:74]([CH3:75])[CH3:76]>>[C:1]([CH3:2])([CH3:3])([CH3:4])[O:5][C:6](=[O:7])[N:8]1[CH2:9][CH:10]([C:33](=[O:34])[N:35]([CH:36]2[CH2:37][CH2:38]2)[CH2:39][c:40]2[cH:41][c:42]([O:43][CH2:44][CH:45]3[CH:46]([C:48](=[O:49])[O:50][CH2:66][C:67](=[O:68])[N:69]([CH3:70])[CH3:71])[CH2:47]3)[cH:51][c:52]([CH2:54][CH2:55][CH2:56][O:57][CH3:58])[cH:53]2)[CH:11]([c:14]2[cH:15][cH:16][c:17]([O:20][CH2:21][CH2:22][O:23][c:24]3[c:25]([Cl:32])[cH:26][c:27]([CH3:31])[cH:28][c:29]3[Cl:30])[cH:18][cH:19]2)[CH2:12][CH2:13]1.